From a dataset of the Open Reaction Database (ORD), a public repository of structured organic reaction records. describe an organic reaction: reactants, conditions, products, and yield Starting materials: CCOC(C)=O, O=C(C=Cc1cccc(O)c1)c1ccc(C(=O)O)c(Cl)c1. The product is O=C(CCc1cccc(O)c1)c1ccc(C(=O)O)c(Cl)c1. RXN SMILES: [CH3:22][CH2:23][O:24][C:25](=[O:26])[CH3:27].[Cl:1][c:2]1[c:3]([C:4](=[O:5])[OH:6])[cH:7][cH:8][c:9]([C:11]([CH:12]=[CH:13][c:14]2[cH:15][c:16]([OH:20])[cH:17][cH:18][cH:19]2)=[O:21])[cH:10]1>>[Cl:1][c:2]1[c:3]([C:4](=[O:5])[OH:6])[cH:7][cH:8][c:9]([C:11]([CH2:12][CH2:13][c:14]2[cH:15][c:16]([OH:20])[cH:17][cH:18][cH:19]2)=[O:21])[cH:10]1. Reactants: CN(C)C=O (DMF), C(C)(C)NC(C)C (diisopropylamine), C1(CC1)C#C (cyclopropylacetylene), C(C)(C)NC(C)C (diisopropylamine), C1(CC1)C#C (cyclopropylacetylene), BrC=1C=C2C(=CC1)OC1=NC=C(C=C1[C@@]21N=C(OC1)N)OCC(C)(C)F ((S)-7-bromo-3-(2-fluoro-2-methylpropoxy)-5′H-spiro[chromeno[2,3-b]pyridine-5,4′-oxazol]-2′-amine). Reagents/catalysts: [Cu](I)I (copper iodide), C=1C=CC(=CC1)[P](C=2C=CC=CC2)(C=3C=CC=CC3)[Pd]([P](C=4C=CC=CC4)(C=5C=CC=CC5)C=6C=CC=CC6)([P](C=7C=CC=CC7)(C=8C=CC=CC8)C=9C=CC=CC9)[P](C=1C=CC=CC1)(C=1C=CC=CC1)C=1C=CC=CC1 (tetrakis(triphenylphosphine)palladium), [Cu]I (copper(i) iodide), C=1C=CC(=CC1)[P](C=2C=CC=CC2)(C=3C=CC=CC3)[Pd]([P](C=4C=CC=CC4)(C=5C=CC=CC5)C=6C=CC=CC6)([P](C=7C=CC=CC7)(C=8C=CC=CC8)C=9C=CC=CC9)[P](C=1C=CC=CC1)(C=1C=CC=CC1)C=1C=CC=CC1 (tetrakis(triphenylphosphine)palladium). Run in O (water), C(C)(=O)OCC (ethyl acetate). Conditions: temperature 110 celsius. Yields the product C1(CC1)C#CC=1C=C2C(=CC1)OC1=NC=C(C=C1[C@@]21N=C(OC1)N)OCC(C)(C)F ((S)-7-(cyclopropylethynyl)-3-(2-fluoro-2-methylpropoxy)-5′H-spiro[chromeno[2,3-b]pyridine-5,4′-oxazol]-2′-amine). As a reaction SMILES: Br[C:2]1[CH:3]=[C:4]2[C@@:15]3([CH2:19][O:18][C:17]([NH2:20])=[N:16]3)[C:14]3[C:9](=[N:10][CH:11]=[C:12]([O:21][CH2:22][C:23]([F:26])([CH3:25])[CH3:24])[CH:13]=3)[O:8][C:5]2=[CH:6][CH:7]=1.CN(C=O)C.C(NC(C)C)(C)C.[CH:39]1([C:42]#[CH:43])[CH2:41][CH2:40]1>O.[Cu]I.C1C=CC([P]([Pd]([P](C2C=CC=CC=2)(C2C=CC=CC=2)C2C=CC=CC=2)([P](C2C=CC=CC=2)(C2C=CC=CC=2)C2C=CC=CC=2)[P](C2C=CC=CC=2)(C2C=CC=CC=2)C2C=CC=CC=2)(C2C=CC=CC=2)C2C=CC=CC=2)=CC=1.[Cu](I)I.C(OCC)(=O)C>[CH:39]1([C:42]#[C:43][C:2]2[CH:3]=[C:4]3[C@@:15]4([CH2:19][O:18][C:17]([NH2:20])=[N:16]4)[C:14]4[C:9](=[N:10][CH:11]=[C:12]([O:21][CH2:22][C:23]([F:26])([CH3:25])[CH3:24])[CH:13]=4)[O:8][C:5]3=[CH:6][CH:7]=2)[CH2:41][CH2:40]1 |^1:50,52,71,90|. Procedure: A sealable tube was charged with (S)-7-bromo-3-(2-fluoro-2-methylpropoxy)-5′H-spiro[chromeno[2,3-b]pyridine-5,4′-oxazol]-2′-amine (75 mg, 0.178 mmol), copper(i) iodide (3.38 mg, 0.018 mmol), tetrakis(triphenylphosphine)palladium (20.53 mg, 0.018 mmol). Added DMF (355 μL, 0.178 mmol), diisopropylamine (498 μL, 3.55 mmol) and cyclopropylacetylene (75 μL, 0.888 mmol) and the tube was flushed with argon, sealed and heated to 110° C. for 2 hours. More copper iodide (3.38 mg, 0.018 mmol), tetrakis(tri... Reactants: CS(C)=O, CCN(C(C)C)C(C)C, O, c1ccc(-c2nsc(N3CCNCC3)n2)cc1, O=C(Nc1nc2ccccc2[nH]1)OCC(Cl)(Cl)Cl. Product: O=C(Nc1nc2ccccc2[nH]1)N1CCN(c2nc(-c3ccccc3)ns2)CC1. As a reaction SMILES: [CH3:46][S:47](=[O:48])[CH3:49].[CH:36]([N:37]([CH:38]([CH3:39])[CH3:40])[CH2:41][CH3:42])([CH3:43])[CH3:44].[OH2:45].[c:19]1(-[c:25]2[n:26][s:27][c:28]([N:30]3[CH2:31][CH2:32][NH:33][CH2:34][CH2:35]3)[n:29]2)[cH:20][cH:21][cH:22][cH:23][cH:24]1.[nH:1]1[c:2]([NH:10][C:11]([O:12][CH2:13][C:14]([Cl:15])([Cl:16])[Cl:17])=[O:18])[n:3][c:4]2[c:5]1[cH:6][cH:7][cH:8][cH:9]2>>[n:1]1[c:2]([NH:10][C:11](=[O:18])[N:33]2[CH2:32][CH2:31][N:30]([c:28]3[s:27][n:26][c:25](-[c:19]4[cH:20][cH:21][cH:22][cH:23][cH:24]4)[n:29]3)[CH2:35][CH2:34]2)[nH:3][c:4]2[c:5]1[cH:6][cH:7][cH:8][cH:9]2. Starting materials: C1(=CC=CC=C1)C=1C2=C(SC1C=O)C=CC=C2 (3-phenylbenzo[b]thiophene-2-carbaldehyde), C[Mg]Br (methylmagnesium bromide). The solvent is C1CCOC1 (THF), C(C)OCC (diethyl ether). Reaction conditions: time 30 minute. Yields the product C1(=CC=CC=C1)C=1C2=C(SC1C(C)O)C=CC=C2 (1-(3-Phenylbenzo[b]thiophen-2-yl)ethanol). As a reaction SMILES: [C:1]1([C:7]2[C:8]3[CH:17]=[CH:16][CH:15]=[CH:14][C:9]=3[S:10][C:11]=2[CH:12]=[O:13])[CH:6]=[CH:5][CH:4]=[CH:3][CH:2]=1.[CH3:18][Mg]Br>C1COCC1.C(OCC)C>[C:1]1([C:7]2[C:8]3[CH:17]=[CH:16][CH:15]=[CH:14][C:9]=3[S:10][C:11]=2[CH:12]([OH:13])[CH3:18])[CH:2]=[CH:3][CH:4]=[CH:5][CH:6]=1. Procedure: To a solution of 3-phenylbenzo[b]thiophene-2-carbaldehyde (430 mg, 1.87 mmol) in THF (10 mL) at −78° C. and under a nitrogen atmosphere was added 3.0M methylmagnesium bromide in diethyl ether (1.24 mL) and stirring continued for 30 min. The reaction mixture was quenched with a saturated solution of NH4Cl (20 mL) and slowly warmed to RT. The mixture was extracted with EtOAc (×2) and the combined organic fractions washed with water, dried (Na2SO4) and concentrated in vacuo affording the title comp...